This data is from the Open Reaction Database (ORD), a public repository of structured organic reaction records. The task is: describe an organic reaction: reactants, conditions, products, and yield The reactants are C(C1=CC=CC=C1)OC1=C(C=CC=C1)O (o-Benzyloxyphenol), OH-.5H2O, BrC=1SC=CN1 (2-bromothiazole). Solvent: CN(C)C=O (DMF). Reaction conditions: temperature 100 celsius. Product: C(C1=CC=CC=C1)OC1=C(C=CC=C1)C=1SC=CN1 (2-(2-benzyloxyphenyl)thiazole). The yield is 48.9%. RXN SMILES: [CH2:1]([O:8][C:9]1[CH:14]=[CH:13][CH:12]=[CH:11][C:10]=1O)[C:2]1[CH:7]=[CH:6][CH:5]=[CH:4][CH:3]=1.Br[C:17]1[S:18][CH:19]=[CH:20][N:21]=1>CN(C=O)C>[CH2:1]([O:8][C:9]1[CH:14]=[CH:13][CH:12]=[CH:11][C:10]=1[C:17]1[S:18][CH:19]=[CH:20][N:21]=1)[C:2]1[CH:7]=[CH:6][CH:5]=[CH:4][CH:3]=1. Procedure details: o-Benzyloxyphenol (7.5 g, 37.5 mmol) in dry DMF (60 mL) was treated with Me4N+OH-.5H2O (37.5 mmol, 6.8 g) followed by 2-bromothiazole (6.15 g, 37.5 mmol). The stirred solution was heated to about 100° C. under N2 (g) for 16 hours. The mixture was cooled in ice and crystalline, H2O-soluble Me4N+Br- was removed by filtration. The filtrate was concentrated in vacuo and partitioned between Et2O (100 mL) and H2O (60 mL). The organic phase was washed with 1N NaOH (3×) and brine, dried over Na2SO4 and ... Reactants: C1(=CC=C(C=C1)CN(C1(CCCC1)C(=O)OC)C(CC(=O)NCC(=O)OC(C)(C)C)=O)C1=CC=CC=C1 (methyl 1-{(4-biphenylylmethyl)[3-({2-[(2-methyl-2-propanyl)oxy]-2-oxoethyl}amino)-3-oxopropanoyl]amino}cyclopentanecarboxylate), C([O-])([O-])=O.[Cs+].[Cs+] (cesium carbonate), C(C)O (ethanol). Yields the product C1(=CC=C(C=C1)CN1C(C(=C(C12CCCC2)O)C(=O)NCC(=O)O)=O)C2=CC=CC=C2 (N-{[1-(4-Biphenylylmethyl)-4-hydroxy-2-oxo-1-azaspiro[4.4]non-3-en-3-yl]carbonyl}glycine). Reaction SMILES: [C:1]1([C:32]2[CH:37]=[CH:36][CH:35]=[CH:34][CH:33]=2)[CH:6]=[CH:5][C:4]([CH2:7][N:8]([C:18](=[O:31])CC(NCC(OC(C)(C)C)=O)=O)[C:9]2(C(OC)=O)[CH2:13][CH2:12][CH2:11][CH2:10]2)=[CH:3][CH:2]=1.[C:38](=[O:41])([O-])[O-:39].[Cs+].[Cs+].[CH2:44]([OH:46])[CH3:45]>>[C:1]1([C:32]2[CH:33]=[CH:34][CH:35]=[CH:36][CH:37]=2)[CH:2]=[CH:3][C:4]([CH2:7][N:8]2[C:9]3([CH2:10][CH2:11][CH2:12][CH2:13]3)[C:44]([OH:46])=[C:45]([C:18]([NH:8][CH2:7][C:38]([OH:39])=[O:41])=[O:31])[C:18]2=[O:31])=[CH:5][CH:6]=1 |f:1.2.3|. Reported procedure: To a solution in ethanol (5.31 mL) of the compound (270 mg) obtained in step (1) above, cesium carbonate (346 mg) was added and the mixture was stirred at room temperature for an hour. The reaction mixture was concentrated under reduced pressure and 1 mol/L hydrochloric acid was added to the resulting residue. Extraction was conducted with ethyl acetate and the combined organic layers were dried over anhydrous sodium sulfate. After removing the desiccant by filtration, the filtrate was concentra... As a reaction SMILES: [O:1]1[C:5]2[CH:6]=[CH:7][C:8]([C:10]([C:12]3[CH:17]=[CH:16][CH:15]=[CH:14][CH:13]=3)=O)=[CH:9][C:4]=2[CH:3]=[CH:2]1.C(O)(=O)C.[CH2:22]([SH:25])[CH2:23][SH:24].B(F)(F)F>C(Cl)Cl>[C:12]1([C:10]2([C:8]3[CH:7]=[CH:6][C:5]4[O:1][CH:2]=[CH:3][C:4]=4[CH:9]=3)[S:25][CH2:22][CH2:23][S:24]2)[CH:17]=[CH:16][CH:15]=[CH:14][CH:13]=1. Reported procedure: To a solution of benzofuran-5-yl(phenyl)methanone (2.45 g, 11.0 mmol), glacial acetic acid (1.27 mL, 22.0 mmol) and 1,2-ethanedithiol (1.39 mL, 16.5 mmol) in 30 mL DCM at ambient temperature was added boron trifluoride diethyletherate (1.38 mL, 11.0 mmol). The reaction was allowed to stir overnight, and was quenched by the addition of 1N NaOH. The aq. layer was extracted 1×DCM, and the combined organics were dried over sodium sulfate, filtered, and concentrated. Purification by silica gel chroma... Run at time 8 hour. The solvent is C(Cl)Cl (DCM). Reactants: O1C=CC2=C1C=CC(=C2)C(=O)C2=CC=CC=C2 (benzofuran-5-yl(phenyl)methanone), C(C)(=O)O (acetic acid), C(CS)S (1,2-ethanedithiol), B(F)(F)F (boron trifluoride). Product: C1(=CC=CC=C1)C1(SCCS1)C=1C=CC2=C(C=CO2)C1 (5-(2-phenyl-1,3-dithiolan-2-yl)benzofuran). Reactants: NC1=NC=CC(=C1)NC(C1=C(C=CC=C1Cl)Cl)=O (N-(2-amino-pyridin-4-yl)-2,6-dichloro-benzamide), N1=CC=CC=C1 (pyridine), ClC(=O)OC1=CC=CC=C1 (phenyl chloroformate), COCCCN (3-methoxy propylamine). Run in C1CCOC1 (THF). Run at time 1 hour. The product is ClC1=C(C(=O)NC2=CC(=NC=C2)NC(=O)NCCCOC)C(=CC=C1)Cl (2,6-Dichloro-N-{2-[3-(3-methoxypropyl)ureido]-pyridin-4-yl}benzamide). Isolated yield 26.4%. As a reaction SMILES: [NH2:1][C:2]1[CH:7]=[C:6]([NH:8][C:9](=[O:18])[C:10]2[C:15]([Cl:16])=[CH:14][CH:13]=[CH:12][C:11]=2[Cl:17])[CH:5]=[CH:4][N:3]=1.N1C=CC=CC=1.Cl[C:26](OC1C=CC=CC=1)=[O:27].[CH3:35][O:36][CH2:37][CH2:38][CH2:39][NH2:40]>C1COCC1>[Cl:16][C:15]1[CH:14]=[CH:13][CH:12]=[C:11]([Cl:17])[C:10]=1[C:9]([NH:8][C:6]1[CH:5]=[CH:4][N:3]=[C:2]([NH:1][C:26]([NH:40][CH2:39][CH2:38][CH2:37][O:36][CH3:35])=[O:27])[CH:7]=1)=[O:18]. Procedure details: To a solution of N-(2-amino-pyridin-4-yl)-2,6-dichloro-benzamide (281 mg, 1.0 mmol) in anhydrous THF (5 mL) were added pyridine (97 μL, 1.2 mmol) and phenyl chloroformate (138 μL, 1.1 mmol). The reaction mixture was stirred at room temperature for 1 hr and then 3-methoxy propylamine (123 μL, 1.2 mmol) was added. The reaction mixture was stirred for 1 hr then partitioned between EtOAc (10 mL) and water (10 mL). The organic layer was washed with 1 N HCl, water and brine, dried over sodium sulfate,... The reactants are CC(=O)O[BH-](OC(C)=O)OC(C)=O, CN1CCNCC1=O, CC(=O)O, ClCCl, [Na+], [Na+], O=C1CCC2(CC1)OCCO2, [OH-]. Yields the product CN1CCN(C2CCC3(CC2)OCCO3)CC1=O. As a reaction SMILES: [C:1]([O:2][BH-:3]([O:4][C:5](=[O:6])[CH3:7])[O:8][C:9](=[O:10])[CH3:11])(=[O:12])[CH3:13].[CH3:15][N:16]1[C:17](=[O:22])[CH2:18][NH:19][CH2:20][CH2:21]1.[CH3:39][C:40](=[O:41])[OH:42].[Cl:36][CH2:37][Cl:38].[Na+:14].[Na+:35].[O:23]1[CH2:24][CH2:25][O:26][C:27]12[CH2:28][CH2:29][C:30](=[O:33])[CH2:31][CH2:32]2.[OH-:34]>>[CH3:15][N:16]1[C:17](=[O:22])[CH2:18][N:19]([CH:30]2[CH2:29][CH2:28][C:27]3([O:23][CH2:24][CH2:25][O:26]3)[CH2:32][CH2:31]2)[CH2:20][CH2:21]1. Reaction conditions: time 2 hour. Reagents/catalysts: Cl[Ti](Cl)(Cl)Cl (TiCl4). As a reaction SMILES: [Cl:1][C:2]1[CH:3]=[C:4]([CH3:15])[C:5]([CH3:14])=[C:6]2[C:10]=1[CH2:9][C:8]([CH2:12][CH3:13])([CH3:11])[CH2:7]2.[CH3:16][O:17]C(Cl)Cl>ClCCl.Cl[Ti](Cl)(Cl)Cl>[Cl:1][C:2]1[C:3]([CH:16]=[O:17])=[C:4]([CH3:15])[C:5]([CH3:14])=[C:6]2[C:10]=1[CH2:9][C:8]([CH2:12][CH3:13])([CH3:11])[CH2:7]2. Run in ClCCl (dichloromethane). Procedure: To a solution of 9.98 g of the 7-chloro-2-ethyl-2,4,5-trimethylindane in 100 ml of dry dichloromethane was continuously added 6.2 ml of α,α-dichloromethyl methyl ether and 7.5 ml of TiCl4 at 0° C. The reaction mixture was stirred at room temperature for 2 hours, quenched with 100 ml of water, and separated the organic layer. The aqueous layer was extracted with dichloromethane. The combined organic layer was dried over magnesium sulfate, filtered and evaporated under reduced pressure. The residu... Yields the product ClC=1C(=C(C(=C2CC(CC12)(C)CC)C)C)C=O (7-Chloro-2-ethyl-2,4,5,-trimethylindan-6-carboxaldehyde). Reactants: ClC=1C=C(C(=C2CC(CC12)(C)CC)C)C (7-chloro-2-ethyl-2,4,5-trimethylindane), COC(Cl)Cl (α,α-dichloromethyl methyl ether). Isolated yield 82.0%. Starting materials: C1(CC1)Br (cyclopropyl bromide), C(C)(C)(C)OC(=O)N1CCC(CC1)SC(C)=O (tert-butyl-4-(acetylthio)piperidine-1-carboxylate), O[Li].O (LiOH.H2O). The solvent is C(C)(C)O.O (isopropanol water). Yields the product C1(CC1)CSC1CCN(CC1)C(=O)OC(C)(C)C (tert-butyl 4-(cyclopropylmethylthio)piperidine-1-carboxylate). As a reaction SMILES: [C:1]([O:5][C:6]([N:8]1[CH2:13][CH2:12][CH:11]([S:14][C:15](=O)[CH3:16])[CH2:10][CH2:9]1)=[O:7])([CH3:4])([CH3:3])[CH3:2].[CH:18]1(Br)C[CH2:19]1.O[Li].O>C(O)(C)C.O>[CH:16]1([CH2:15][S:14][CH:11]2[CH2:12][CH2:13][N:8]([C:6]([O:5][C:1]([CH3:4])([CH3:3])[CH3:2])=[O:7])[CH2:9][CH2:10]2)[CH2:19][CH2:18]1 |f:2.3,4.5|. Procedure: To an argon purged solution of tert-butyl-4-(acetylthio)piperidine-1-carboxylate (51, 1.50 g, 5.86 mmol) in a 5:1 mixture of isopropanol-water (55 mL) was added cyclopropyl bromide (1.52 g, 11.72 mmol) followed by solid LiOH.H2O (1.0 g, 68.67 mmol). The mixture stirred at room temperature and stirred for 16 h and was concentrated under reduced pressure. The residue was dissolved in EtOAc (90 mL) and washed with H2O (25 mL), brine (25 mL), dried over Na2SO4, filtered and concentrated under reduce... Starting materials: CC(C)C(=O)Cl, CCCCCCCCCCCCCCCCCCOC1C(O)C(CO)OC1n1cnc2c(=O)[nH]c(N)nc21, C[Si](C)(C)Cl, c1ccncc1. Yields the product CCCCCCCCCCCCCCCCCCOC1C(O)C(CO)OC1n1cnc2c(=O)[nH]c(NC(=O)C(C)C)nc21. As a reaction SMILES: [C:44]([CH:45]([CH3:46])[CH3:47])(=[O:48])[Cl:49].[CH2:1]([CH2:2][CH2:3][CH2:4][CH2:5][CH2:6][CH2:7][CH2:8][CH2:9][CH2:10][CH2:11][CH2:12][CH2:13][CH2:14][CH2:15][CH2:16][CH2:17][CH3:18])[O:19][CH:20]1[CH:21]([n:28]2[cH:29][n:30][c:31]3[c:32](=[O:33])[nH:34][c:35]([NH2:36])[n:37][c:38]23)[O:22][CH:23]([CH2:26][OH:27])[CH:24]1[OH:25].[CH3:39][Si:40]([Cl:41])([CH3:42])[CH3:43].[cH:50]1[cH:51][cH:52][n:53][cH:54][cH:55]1>>[CH2:1]([CH2:2][CH2:3][CH2:4][CH2:5][CH2:6][CH2:7][CH2:8][CH2:9][CH2:10][CH2:11][CH2:12][CH2:13][CH2:14][CH2:15][CH2:16][CH2:17][CH3:18])[O:19][CH:20]1[CH:21]([n:28]2[cH:29][n:30][c:31]3[c:32](=[O:33])[nH:34][c:35]([NH:36][C:44]([CH:45]([CH3:46])[CH3:47])=[O:48])[n:37][c:38]23)[O:22][CH:23]([CH2:26][OH:27])[CH:24]1[OH:25].